Dataset: the Open Reaction Database (ORD), a public repository of structured organic reaction records. Task: describe an organic reaction: reactants, conditions, products, and yield Starting materials: CCOC(C)=O, COC(=O)c1cccc([N+](=O)[O-])c1Cl, [H][H]. Yields the product COC(=O)c1cccc(N)c1Cl. Reaction SMILES: [CH3:17][CH2:18][O:19][C:20](=[O:21])[CH3:22].[Cl:3][c:4]1[c:5]([C:6](=[O:7])[O:8][CH3:9])[cH:10][cH:11][cH:12][c:13]1[N+:14]([O-:15])=[O:16].[H:1][H:2]>>[Cl:3][c:4]1[c:5]([C:6](=[O:7])[O:8][CH3:9])[cH:10][cH:11][cH:12][c:13]1[NH2:14]. The reactants are O1CCOC12CC=CC2 (1,4-dioxaspiro[4.4]non-7-ene), ClN(S(=O)(=O)C(C)(C)C)[Na] (N-chloro-2-methyl-N-sodiopropane-2-sulfonamide), ClN(S(=O)(=O)C(C)(C)C)[Na] (N-chloro-2-methyl-N-sodiopropane-2-sulfonamide), [Br-].[Br-].[Br-].C[N+](C1=CC=CC=C1)(C)C.C[N+](C)(C)C1=CC=CC=C1.C[N+](C)(C)C1=CC=CC=C1 (trimethylphenylammonium tribromide). The solvent is C(C)#N (acetonitrile). Reaction conditions: time 2 hour. The product is CC(C)(C)S(=O)(=O)N1C2CC3(OCCO3)CC12 (6-(2-Methylpropane-2-sulfonyl)-6-azaspiro[bicyclo[3.1.0]hexane-3,2′-[1,3]dioxolane]). RXN SMILES: [O:1]1[C:5]2([CH2:9][CH:8]=[CH:7][CH2:6]2)[O:4][CH2:3][CH2:2]1.Cl[N:11]([Na])[S:12]([C:15]([CH3:18])([CH3:17])[CH3:16])(=[O:14])=[O:13].[Br-].[Br-].[Br-].C[N+](C)(C)C1C=CC=CC=1.C[N+](C1C=CC=CC=1)(C)C.C[N+](C1C=CC=CC=1)(C)C>C(#N)C>[CH3:16][C:15]([S:12]([N:11]1[CH:8]2[CH:7]1[CH2:6][C:5]1([CH2:9]2)[O:4][CH2:3][CH2:2][O:1]1)(=[O:14])=[O:13])([CH3:18])[CH3:17] |f:2.3.4.5.6.7|. Procedure details: To a solution of 1,4-dioxaspiro[4.4]non-7-ene (370 mg, 2.93 mmol) and N-chloro-2-methyl-N-sodiopropane-2-sulfonamide (Intermediate 43; 965 mg, 4.99 mmol) in acetonitrile (16 ml) was added trimethylphenylammonium tribromide (CAS number 4207-56-1; 110 mg, 0.29 mmol) under an atmosphere of nitrogen. The reaction mixture was stirred at room temperature for 2 hours then heated to 40° C. for 18 hours. The reaction mixture was filtered through a plug of silica, washed with diethyl ether and the filtrat...